This data is from the Open Reaction Database (ORD), a public repository of structured organic reaction records. The task is: describe an organic reaction: reactants, conditions, products, and yield Starting materials: CCI, COc1ccc2c(c1)sc1c(C(=O)O)cnc(=O)n12, [Na], CN(C)P(=O)(N(C)C)N(C)C, O. Yields the product CCOC(=O)c1cnc(=O)n2c1sc1cc(OC)ccc12. Reaction SMILES: [CH2:32]([CH3:33])[I:34].[CH3:2][O:3][c:4]1[cH:5][c:6]2[c:7]([n:8]3[c:9]([s:10]2)[c:11]([C:16](=[O:17])[OH:18])[cH:12][n:13][c:14]3=[O:15])[cH:19][cH:20]1.[Na:1].[O:21]=[P:22]([N:23]([CH3:24])[CH3:25])([N:26]([CH3:27])[CH3:28])[N:29]([CH3:30])[CH3:31].[OH2:35]>>[CH3:2][O:3][c:4]1[cH:5][c:6]2[c:7]([n:8]3[c:9]([s:10]2)[c:11]([C:16]([O:17][CH2:32][CH3:33])=[O:18])[cH:12][n:13][c:14]3=[O:15])[cH:19][cH:20]1.